From a dataset of the Open Reaction Database (ORD), a public repository of structured organic reaction records. describe an organic reaction: reactants, conditions, products, and yield Reactants: Cl (Hydrochloric acid), BrC1=C(C(=C(C=2C(COC21)C2=CC=C(C=C2)C(C)C)C)NC(CC(C)(C)C)=O)C (N-(7-Bromo-3-(4-isopropylphenyl)-4,6-dimethyl-2,3-dihydro-1-benzofuran-5-yl)-3,3-dimethylbutanamide), C(C)(=O)OCC (ethyl acetate). Reagents/catalysts: [Cu]Br (copper(I) bromide). Run in C[O-].[Na+].CO (sodium methoxide methanol). The product is C(C)(C)C1=CC=C(C=C1)C1COC2=C1C(=C(C(=C2OC)C)NC(CC(C)(C)C)=O)C (N-(3-(4-Isopropylphenyl)-7-methoxy-4,6-dimethyl-2,3-dihydro-1-benzofuran-5-yl)-3,3-dimethylbutanamide). Yield: 58.2%. RXN SMILES: Br[C:2]1[C:10]2[O:9][CH2:8][CH:7]([C:11]3[CH:16]=[CH:15][C:14]([CH:17]([CH3:19])[CH3:18])=[CH:13][CH:12]=3)[C:6]=2[C:5]([CH3:20])=[C:4]([NH:21][C:22](=[O:28])[CH2:23][C:24]([CH3:27])([CH3:26])[CH3:25])[C:3]=1[CH3:29].[C:30](OCC)(=[O:32])C.Cl>[Cu]Br.C[O-].[Na+].CO>[CH:17]([C:14]1[CH:13]=[CH:12][C:11]([CH:7]2[C:6]3[C:5]([CH3:20])=[C:4]([NH:21][C:22](=[O:28])[CH2:23][C:24]([CH3:26])([CH3:25])[CH3:27])[C:3]([CH3:29])=[C:2]([O:32][CH3:30])[C:10]=3[O:9][CH2:8]2)=[CH:16][CH:15]=1)([CH3:18])[CH3:19] |f:4.5.6|. Reported procedure: A mixture of N-(7-bromo-3-(4-isopropylphenyl)-4,6-dimethyl-2,3-dihydro-1-benzofuran-5-yl)-3,3-dimethylbutanamide (250 mg, 0.545 mmol) obtained in Example 35, copper(I) bromide (78 mg, 0.545 mmol), ethyl acetate (88 mg, 1.00 mmol), and 28% sodium methoxide-methanol solution (20 mL) was refluxed with heating for 6 hours. 1 N Hydrochloric acid was added to the reaction solution and the product was extracted with diisopropyl ether. The extracts were washed with water, dried over magnesium sulfate, f... Starting materials: C(C1=CC=CC=C1)NC1=C(C(=CC=C1)[N+](=O)[O-])C (N-benzyl-2-methyl-3-nitroaniline), C(C)(C)N(CC)C(C)C (diisopropylethylamine), BrCC1=CC=C(C(=O)OC)C=C1 (methyl 4-(bromomethyl)benzoate). Solvent: C(C)OCC (diethyl ether), CN(C)C=O (DMF). Reaction conditions: temperature 90 celsius. Product: C(C1=CC=CC=C1)N(C1=C(C(=CC=C1)[N+](=O)[O-])C)CC1=CC=C(C=C1)C(=O)OC (N-benzyl-N-(4-methoxycarbonylbenzyl)-2-methyl-3-nitroaniline). The yield is 84.9%. Reaction SMILES: [CH2:1]([NH:8][C:9]1[CH:14]=[CH:13][CH:12]=[C:11]([N+:15]([O-:17])=[O:16])[C:10]=1[CH3:18])[C:2]1[CH:7]=[CH:6][CH:5]=[CH:4][CH:3]=1.C(N(C(C)C)CC)(C)C.Br[CH2:29][C:30]1[CH:39]=[CH:38][C:33]([C:34]([O:36][CH3:37])=[O:35])=[CH:32][CH:31]=1>CN(C=O)C.C(OCC)C>[CH2:1]([N:8]([CH2:29][C:30]1[CH:31]=[CH:32][C:33]([C:34]([O:36][CH3:37])=[O:35])=[CH:38][CH:39]=1)[C:9]1[CH:14]=[CH:13][CH:12]=[C:11]([N+:15]([O-:17])=[O:16])[C:10]=1[CH3:18])[C:2]1[CH:3]=[CH:4][CH:5]=[CH:6][CH:7]=1. Reported procedure: The product from Example 6A (0.92 g, 3.8 mmoles) and diisopropylethylamine (1.7 mL, 9.5 mmoles) in DMF (9.5 mL) were treated with methyl 4-(bromomethyl)benzoate (0.74 g, 7.6 mmoles) and heated for 18 hours at 90° C. After cooling to room temperature, the mixture was diluted with diethyl ether (200 mL). The mixture was washed with saturated ammonium chloride (200 mL), water (2×200 mL), brine (150 mL), dried (Na2SO4), filtered and the filtrate was concentrated under reduced pressure. The residue w...